Dataset: the Open Reaction Database (ORD), a public repository of structured organic reaction records. Task: describe an organic reaction: reactants, conditions, products, and yield The reactants are C(C)OC(=O)C1(CCN(CC1)C1=CC=NC=C1)COC1=CC=C2CCNCC2=C1 (1-(pyridin-4-yl)-4-(1,2,3,4-tetrahydroisoquinolin-7-yloxymethyl)piperidine-4-carboxylic acid ethyl ester), C(C)(C)N(CC)C(C)C (diisopropylethylamine), Cl.N1(N=CC=C1)C(=N)N (1H-pyrazole-1-carboxamidine hydrochloride). Solvent: CN(C=O)C (dimethylformamide). Conditions: time 12 hour. Yields the product Cl.Cl.C(C)OC(=O)C1(CCN(CC1)C1=CC=NC=C1)COC1=CC=C2CCN(CC2=C1)C(N)=N (4-(2-Amidino-1,2,3,4-tetrahydroisoquinolin-7-yloxymethyl)-1-(pyridin-4-yl)piperidine-4-carboxylic Acid Ethyl Ester Dihydrochloride). The yield is 0.9%. As a reaction SMILES: [CH2:1]([O:3][C:4]([C:6]1([CH2:18][O:19][C:20]2[CH:29]=[C:28]3[C:23]([CH2:24][CH2:25][NH:26][CH2:27]3)=[CH:22][CH:21]=2)[CH2:11][CH2:10][N:9]([C:12]2[CH:17]=[CH:16][N:15]=[CH:14][CH:13]=2)[CH2:8][CH2:7]1)=[O:5])[CH3:2].C(N(C(C)C)CC)(C)C.[ClH:39].[N:40]1([C:45](N)=[NH:46])C=CC=N1>CN(C)C=O>[ClH:39].[ClH:39].[CH2:1]([O:3][C:4]([C:6]1([CH2:18][O:19][C:20]2[CH:29]=[C:28]3[C:23]([CH2:24][CH2:25][N:26]([C:45](=[NH:40])[NH2:46])[CH2:27]3)=[CH:22][CH:21]=2)[CH2:11][CH2:10][N:9]([C:12]2[CH:17]=[CH:16][N:15]=[CH:14][CH:13]=2)[CH2:8][CH2:7]1)=[O:5])[CH3:2] |f:2.3,5.6.7|. Procedure details: To a solution of 1-(pyridin-4-yl)-4-(1,2,3,4-tetrahydroisoquinolin-7-yloxymethyl)piperidine-4-carboxylic acid ethyl ester (8.29 g) in dimethylformamide (50 ml) were added diisopropylethylamine (4.4 ml) and 1H-pyrazole-1-carboxamidine hydrochloride (3.69 g), and the mixture was stirred at room temperature for 12 hours. The solvent was evaporated and to the obtained residue was added diethyl ether (350 ml) and the supernatant was removed. The obtained oil was dissolved in methanol (20 ml) and ther...